From a dataset of the Open Reaction Database (ORD), a public repository of structured organic reaction records. describe an organic reaction: reactants, conditions, products, and yield Starting materials: C12C(CCCC1)O2 (cyclohexene oxide), BrC(C1=CC=CC=C1)(C1=CC=CC=C1)OC(C1=CC=CC=C1)(Br)C1=CC=CC=C1 (bromophenyl benzylether), [Mg] (magnesium). Reagents/catalysts: [Cu]Cl (copper (I) chloride). Solvent: C(C)(=O)OCC (ethyl acetate), C1CCOC1 (THF), C1CCOC1 (THF), O1CCCC1 (tetrahydrofuran). Reaction conditions: temperature -30 celsius, time 2 hour. Product: C(C1=CC=CC=C1)OC1=C(C=CC=C1)[C@H]1[C@@H](CCCC1)O (trans-2-(2'-benzyloxyphenyl)cyclohexanol). The yield is 86.9%. RXN SMILES: [Mg].Br[C:3]([O:16][C:17](C1C=CC=CC=1)(Br)[C:18]1[CH:23]=[CH:22][CH:21]=[CH:20][CH:19]=1)([C:10]1C=CC=C[CH:11]=1)[C:4]1C=CC=[CH:6][CH:5]=1.[CH:31]12[O:37][CH:32]1[CH2:33][CH2:34][CH2:35][CH2:36]2>C1COCC1.C(OCC)(=O)C.[Cu]Cl>[CH2:17]([O:16][C:3]1[CH:4]=[CH:5][CH:6]=[CH:11][C:10]=1[C@@H:31]1[CH2:36][CH2:35][CH2:34][CH2:33][C@H:32]1[OH:37])[C:18]1[CH:23]=[CH:22][CH:21]=[CH:20][CH:19]=1. Procedure details: A 1 L round bottom flask equipped with a mechanical stirrer, addition funnel, condenser, and nitrogen inlet is charged with 6.6 g (0.27 mol) of magnesium turnings and 25 ml of dry tetrahydrofuran. To this stirred mixture a solution of 50 g (0.27 mol) of bromophenyl benzylether in 50 ml of dry THF is added dropwise. The reaction needs to be heated (30°-40° C.) at first to initiate it but then the heating mantel is removed and the temperature maintained by the rate of addition. Once the addition i... Reactants: O=C([O-])[O-], ClCc1ccc(Cl)cc1, [K+], [K+], CN(C)C=O, O, COC(=O)C1=Cc2cc(O)ccc2S(=O)(=O)CC1. The product is COC(=O)C1=Cc2cc(OCc3ccc(Cl)cc3)ccc2S(=O)(=O)CC1. As a reaction SMILES: [C:28](=[O:29])([O-:30])[O-:31].[Cl:19][c:20]1[cH:21][cH:22][c:23]([CH2:24][Cl:25])[cH:26][cH:27]1.[K+:32].[K+:33].[O:34]=[CH:35][N:36]([CH3:37])[CH3:38].[OH2:39].[OH:1][c:2]1[cH:3][cH:4][c:5]2[c:6]([cH:18]1)[CH:7]=[C:8]([C:14](=[O:15])[O:16][CH3:17])[CH2:9][CH2:10][S:11]2(=[O:12])=[O:13]>>[O:1]([c:2]1[cH:3][cH:4][c:5]2[c:6]([cH:18]1)[CH:7]=[C:8]([C:14](=[O:15])[O:16][CH3:17])[CH2:9][CH2:10][S:11]2(=[O:12])=[O:13])[CH2:24][c:23]1[cH:22][cH:21][c:20]([Cl:19])[cH:27][cH:26]1. Reactants: C=O, CCNCC1(O)CCN(Cc2ccccc2)C1, O=CO. Product: CCN(C)CC1(O)CCN(Cc2ccccc2)C1. Reaction SMILES: [CH2:18]=[O:19].[CH2:1]([c:2]1[cH:3][cH:4][cH:5][cH:6][cH:7]1)[N:8]1[CH2:9][C:10]([OH:13])([CH2:14][NH:15][CH2:16][CH3:17])[CH2:11][CH2:12]1.[CH:20]([OH:21])=[O:22]>>[CH2:1]([c:2]1[cH:3][cH:4][cH:5][cH:6][cH:7]1)[N:8]1[CH2:9][C:10]([OH:13])([CH2:14][N:15]([CH2:16][CH3:17])[CH3:18])[CH2:11][CH2:12]1. Reactants: BrCCCCl (1-bromo-3-chloropropane), N#N (N2), Formula XXIII, [OH-].[Na+] (sodium hydroxide), C(C)(=O)NC1=CC=C(C=C1)O (4-acetamidophenol), Formula XXII. Solvent: C(C)O (ethanol). The product is C(C)(=O)NC1=CC=C(OCCCCl)C=C1 (1-[4-acetamidophenoxy]-3-chloropropane). RXN SMILES: N#N.[OH-].[Na+].[C:5]([NH:8][C:9]1[CH:14]=[CH:13][C:12]([OH:15])=[CH:11][CH:10]=1)(=[O:7])[CH3:6].Br[CH2:17][CH2:18][CH2:19][Cl:20]>C(O)C>[C:5]([NH:8][C:9]1[CH:14]=[CH:13][C:12]([O:15][CH2:17][CH2:18][CH2:19][Cl:20])=[CH:11][CH:10]=1)(=[O:7])[CH3:6] |f:1.2|. Procedure: In a round bottomed flask equipped with magnetic stirring, reflux condenser, and N2 atmosphere was placed ethanol (500 ml), sodium hydroxide (15.0 g), 4-acetamidophenol of Formula XXIII (30.0 g), and 1-bromo-3-chloropropane of Formula XXII (47.0 g) and the mixture was refluxed overnight. Upon cooling off-white crystals were deposited and then collected. The mother liquor was evaporated to dryness and dissolved in CH2Cl2 then washed with H2O, dried, and concentrated to 50 ml. A second crop of cry... The product is C(#N)[C@@H](C1=CC=CC=C1)O ((R)-(+)-α-cyanobenzyl alcohol). Yield: 37.0%. Reported procedure: To a solution of L(+)-diisopropyl tartarate (235 mg) in absolute dichloromethane (10 ml), tetaraisopropyl titanate (284 mg) was dropwise added and stirred at room temperature for 30 minutes. After evaporating volatile components off in the same manner as in Example 1, dichloromethane (10 ml) was added to the residue and stirred at room temperature to obtain a homogeneous solution. To the resulting solution, trimethylsilylcyanide (436 mg) and then benzaldehyde (424 mg) were added and stirred at r... Run in ClCCl (dichloromethane). RXN SMILES: C[Si](C#N)(C)C.C(=O)C1C=CC=CC=1.[C:15]([CH:17]([OH:24])[C:18]1[CH:23]=[CH:22][CH:21]=[CH:20][CH:19]=1)#[N:16]>ClCCl.[Ti]>[C:15]([C@H:17]([OH:24])[C:18]1[CH:23]=[CH:22][CH:21]=[CH:20][CH:19]=1)#[N:16]. Starting materials: C(#N)C(C1=CC=CC=C1)O (α-cyanobenzyl alcohol), C[Si](C)(C)C#N (trimethylsilylcyanide), C(C1=CC=CC=C1)=O (benzaldehyde), C(C1=CC=CC=C1)=O (benzaldehyde), L(+)-diisopropyl tartarate. The reagents and catalysts are [Ti] (titanate). Reaction conditions: time 30 minute. The reactants are CC(=O)C.OS(=O)(=O)O.O=[Cr](=O)=O (Jones' reagent), S(O)(O)(=O)=O (sulfuric acid), O (water), C(C1=CC=CC=C1)OC1=CC(=[N+](C2=CC=CC=C12)[O-])CCCCCCCCCCC=O (4-benzyloxy-2-(10-formyldecyl) quinoline-N-oxide), O (water). Reagents/catalysts: [O-2].[O-2].[O-2].[Cr+6] (chromium trioxide). The solvent is CC(=O)C (acetone). Reaction conditions: time 5 minute. Yields the product C(C1=CC=CC=C1)OC1=CC(=[N+](C2=CC=CC=C12)[O-])CCCCCCCCCCC(=O)O (4-benzyloxy-2-(10-carboxydecyl) quinoline-N-oxide). Isolated yield 31.0%. As a reaction SMILES: [CH2:1]([O:8][C:9]1[C:18]2[C:13](=[CH:14][CH:15]=[CH:16][CH:17]=2)[N+:12]([O-:19])=[C:11]([CH2:20][CH2:21][CH2:22][CH2:23][CH2:24][CH2:25][CH2:26][CH2:27][CH2:28][CH2:29][CH:30]=[O:31])[CH:10]=1)[C:2]1[CH:7]=[CH:6][CH:5]=[CH:4][CH:3]=1.CC(C)=[O:34].OS(O)(=O)=O.O=[Cr](=O)=O.S(=O)(=O)(O)O.O>CC(C)=O.[O-2].[O-2].[O-2].[Cr+6]>[CH2:1]([O:8][C:9]1[C:18]2[C:13](=[CH:14][CH:15]=[CH:16][CH:17]=2)[N+:12]([O-:19])=[C:11]([CH2:20][CH2:21][CH2:22][CH2:23][CH2:24][CH2:25][CH2:26][CH2:27][CH2:28][CH2:29][C:30]([OH:34])=[O:31])[CH:10]=1)[C:2]1[CH:3]=[CH:4][CH:5]=[CH:6][CH:7]=1 |f:1.2.3,7.8.9.10|. Reported procedure: In this example, 5 m moles of 4-benzyloxy-2-(10-formyldecyl) quinoline-N-oxide is dissolved in acetone, and 10 m moles of Jones' reagent prepared from chromium trioxide, sulfuric acid and water is added thereto with ice cooling. The mixture is stirred for 5 minutes. After the reaction, water is added thereto, and the reaction mixture is extracted with chloroform. The extract is dried over anhydrous sodium sulfate, and then the solvent is removed therefrom by distillation. The residue is purified... The reactants are BrC=1C=CC2=C(C1)C=1CN(CCC1O2)C(=O)OC(C)(C)C (tert-butyl 8-bromo-3,4-dihydrobenzofuro[3,2-c]pyridine-2(1H)-carboxylate), FC=1C=C(C=C(C1)F)S(=O)[O-].[Na+] (sodium 3,5-difluorobenzenesulfinate). The product is FC=1C=C(C=C(C1)F)S(=O)(=O)C=1C=CC2=C(C1)C=1CN(CCC1O2)C(=O)OC(C)(C)C (tert-butyl 8-(3,5-difluorophenylsulfonyl)-3,4-dihydrobenzofuro[3,2-c]pyridine-2(1H)-carboxylate). The yield is 50.0%. Reaction SMILES: Br[C:2]1[CH:3]=[CH:4][C:5]2[O:14][C:13]3[CH2:12][CH2:11][N:10]([C:15]([O:17][C:18]([CH3:21])([CH3:20])[CH3:19])=[O:16])[CH2:9][C:8]=3[C:6]=2[CH:7]=1.[F:22][C:23]1[CH:24]=[C:25]([S:30]([O-:32])=[O:31])[CH:26]=[C:27]([F:29])[CH:28]=1.[Na+]>>[F:29][C:27]1[CH:26]=[C:25]([S:30]([C:2]2[CH:3]=[CH:4][C:5]3[O:14][C:13]4[CH2:12][CH2:11][N:10]([C:15]([O:17][C:18]([CH3:21])([CH3:20])[CH3:19])=[O:16])[CH2:9][C:8]=4[C:6]=3[CH:7]=2)(=[O:31])=[O:32])[CH:24]=[C:23]([F:22])[CH:28]=1 |f:1.2|. Procedure: The product of Example 29, step B and sodium 3,5-difluorobenzenesulfinate were coupled using the procedure of Example 29, step C. Purification by flash column chromatography (SiO2, 3:2 hexane/ethyl acetate) provided tert-butyl 8-(3,5-difluorophenylsulfonyl)-3,4-dihydrobenzofuro[3,2-c]pyridine-2(1H)-carboxylate (191 mg, 50%) as a pale yellow solid: 1H NMR (CDCl3, 300 MHz) δ 8.08 (s, 1H), 7.82 (dd, J=8.4, 1.8 Hz, 1H), 7.55 (d, J=8.7 Hz, 1H), 7.49-7.45 (m, 2H), 7.02-6.94 (m, 1H), 4.59 (s, 2H), 3.84... Reactants: C1CC(=O)N(C1=O)Br (NBS), CC1(OC(CC(C1)C1=CC=C(C=N1)N)(C)C)C (6-(2,2,6,6-tetramethyl-tetrahydro-pyran-4-yl)-pyridin-3-ylamine), C(=O)([O-])[O-].[Na+].[Na+] (Na2CO3). The solvent is C(Cl)Cl (DCM), C(Cl)Cl (DCM). Run at time 30 minute. The product is BrC1=NC(=CC=C1N)C1CC(OC(C1)(C)C)(C)C (2-Bromo-6-(2,2,6,6-tetramethyl-tetrahydro-pyran-4-yl)-pyridin-3-ylamine). The yield is 95.0%. RXN SMILES: [CH3:1][C:2]1([CH3:17])[CH2:7][CH:6]([C:8]2[N:13]=[CH:12][C:11]([NH2:14])=[CH:10][CH:9]=2)[CH2:5][C:4]([CH3:16])([CH3:15])[O:3]1.C1C(=O)N([Br:25])C(=O)C1.C([O-])([O-])=O.[Na+].[Na+]>C(Cl)Cl>[Br:25][C:12]1[C:11]([NH2:14])=[CH:10][CH:9]=[C:8]([CH:6]2[CH2:7][C:2]([CH3:17])([CH3:1])[O:3][C:4]([CH3:16])([CH3:15])[CH2:5]2)[N:13]=1 |f:2.3.4|. Procedure details: To a solution of 6-(2,2,6,6-tetramethyl-tetrahydro-pyran-4-yl)-pyridin-3-ylamine (as prepared in the previous step, 13.5 g, 0.057 mol) in DCM (100 mL) was added a solution of freshly recrystallized NBS (10.2 g, 0.0570 mol) in DCM (300 mL) dropwise at 0° C. for 1 h. The reaction mixture was allowed to warm to RT, stirred for 30 min and then treated with satd aq Na2CO3 (300 mL). The organic phase was washed with 10% Na2S2O3 (300 mL) and water (300 mL), dried (Na2SO4) and concentrated to obtain the...